From a dataset of the Open Reaction Database (ORD), a public repository of structured organic reaction records. describe an organic reaction: reactants, conditions, products, and yield The solvent is ClCCl (dichloromethane). Reaction SMILES: C(N(S(F)(F)[F:7])CC)C.[Cl:10][C:11]1[CH:12]=[N:13][C:14]2[C:19]([C:20]=1[CH:21](O)[CH2:22][CH2:23][C:24]1([C:41]([O:43][CH3:44])=[O:42])[CH2:29][CH2:28][N:27]([CH2:30][CH2:31][O:32][C:33]3[CH:38]=[C:37]([F:39])[CH:36]=[CH:35][C:34]=3[F:40])[CH2:26][CH2:25]1)=[CH:18][C:17]([O:46][CH3:47])=[CH:16][CH:15]=2.C(=O)([O-])O.[Na+]>ClCCl>[Cl:10][C:11]1[CH:12]=[N:13][C:14]2[C:19]([C:20]=1[CH:21]([F:7])[CH2:22][CH2:23][C:24]1([C:41]([O:43][CH3:44])=[O:42])[CH2:25][CH2:26][N:27]([CH2:30][CH2:31][O:32][C:33]3[CH:38]=[C:37]([F:39])[CH:36]=[CH:35][C:34]=3[F:40])[CH2:28][CH2:29]1)=[CH:18][C:17]([O:46][CH3:47])=[CH:16][CH:15]=2 |f:2.3|. Reaction conditions: temperature 3 celsius. Procedure: 0.2 cm3 of diethylaminosulfur trifluoride was added to a solution of 0.5 g of methyl 4-[3-(3-chloro-6-methoxyquinolin-4-yl)-3-(R,S)-hydroxypropyl]-1-[2-(2,5-difluorophenoxy)ethyl]piperidine-4-carboxylate in 20 cm3 of dichloromethane, with stirring and under an inert atmosphere, at a temperature in the region of 3° C. After stirring for 7 hours at a temperature in the region of 20° C., saturated sodium hydrogencarbonate solution was added to the reaction mixture. The aqueous phase was extracted w... Reactants: C(C)N(CC)S(F)(F)F (diethylaminosulfur trifluoride), ClC=1C=NC2=CC=C(C=C2C1C(CCC1(CCN(CC1)CCOC1=C(C=CC(=C1)F)F)C(=O)OC)O)OC (methyl 4-[3-(3-chloro-6-methoxyquinolin-4-yl)-3-(R,S)-hydroxypropyl]-1-[2-(2,5-difluorophenoxy)ethyl]piperidine-4-carboxylate), C(O)([O-])=O.[Na+] (sodium hydrogencarbonate). The product is ClC=1C=NC2=CC=C(C=C2C1C(CCC1(CCN(CC1)CCOC1=C(C=CC(=C1)F)F)C(=O)OC)F)OC (methyl 4-[3-(3-chloro-6-methoxyquinolin-4-yl)-3-(R,S)-fluoropropyl]-1-[2-(2,5-difluorophenoxy)ethyl]piperidine-4-carboxylate). Starting materials: [H-].[Na+] (sodium hydride), C(C)OC1CCC(N1)=O (5-ethoxy pyrrolidin-2-one), COC1=CC=C(C(=O)Cl)C=C1 (4-methoxy benzoyl chloride). Run in O1CCOCC1 (dioxane), O1CCOCC1 (dioxane). The product is COC1=CC=C(C(=O)N2C(CCC2OCC)=O)C=C1 (1-(4-methoxybenzoyl) 5-ethoxy pyrrolidin-2-one). The yield is 44.5%. As a reaction SMILES: [H-].[Na+].[CH2:3]([O:5][CH:6]1[NH:10][C:9](=[O:11])[CH2:8][CH2:7]1)[CH3:4].[CH3:12][O:13][C:14]1[CH:22]=[CH:21][C:17]([C:18](Cl)=[O:19])=[CH:16][CH:15]=1>O1CCOCC1>[CH3:12][O:13][C:14]1[CH:22]=[CH:21][C:17]([C:18]([N:10]2[CH:6]([O:5][CH2:3][CH3:4])[CH2:7][CH2:8][C:9]2=[O:11])=[O:19])=[CH:16][CH:15]=1 |f:0.1|. Reported procedure: 2.6 g of sodium hydride (dispersed at 55-60% in oil) is added to a solution of 7 g of 5-ethoxy pyrrolidin-2-one in 150 cm3 of dioxane, with agitation for 1 hour. A solution of 9.25 g of 4-methoxy benzoyl chloride in 60 cm3 of dioxane is added with agitation for 4 hours. After filtering, the dioxane is evaporated under reduced pressure. The residue is chromatographed on 500 g of silica gel (eluent: acetone-n-hexane 1-2) and 6.35 g of expected product is obtained. b.p. =210° C. under 0.09 mbar. The reactants are [N+](=O)([O-])[O-].[K+] (potassium nitrate), BrC1=C2C=CN=CC2=CC=C1 (5-bromoisoquinoline), [OH-].[NH4+] (ammonium hydroxide). Solvent: OS(=O)(=O)O (H2SO4). Conditions: time 3 hour. The product is BrC1=C2C=C(N=CC2=CC=C1)[N+](=O)[O-] (5-bromo-3-nitroisoquinoline). Yield: 96.0%. Reaction SMILES: [N+:1]([O-:4])([O-])=[O:2].[K+].[Br:6][C:7]1[CH:16]=[CH:15][CH:14]=[C:13]2[C:8]=1[CH:9]=[CH:10][N:11]=[CH:12]2.[OH-].[NH4+]>OS(O)(=O)=O>[Br:6][C:7]1[CH:16]=[CH:15][CH:14]=[C:13]2[C:8]=1[CH:9]=[C:10]([N+:1]([O-:4])=[O:2])[N:11]=[CH:12]2 |f:0.1,3.4|. Reported procedure: A solution of potassium nitrate (1.78 g, 8.56 mmol) was added slowly to a solution of 5-bromoisoquinoline in 12 mL H2SO4. After stirring for 3 hours the reaction mixture was poured onto ice and neutralised with conc. ammonium hydroxide. The yellow precipitate was extracted with ethyl acetate (3x), and the combined organic layers were washed with saturated NaCl, dried over MgSO4, filtered and concentrated. The residue was chromatographed on silica gel (40% ethyl acetate in hexane as eluent) to gi... Starting materials: C(C)(C)(C)C=1C(=CC(=C(C1)N)[N+](=O)[O-])SC#N (5-tert-Butyl-2-nitro-4-thiocyanato-phenylamine), [H][H] (hydrogen). Reagents/catalysts: [Ni] (Raney nickel). The product is C(C)(C)(C)C=1C=C(C(=CC1SC#N)N)N (4-tert-Butyl-5-thiocyanato-benzene-1,2-diamine). RXN SMILES: [C:1]([C:5]1[C:6]([S:15][C:16]#[N:17])=[CH:7][C:8]([N+:12]([O-])=O)=[C:9]([NH2:11])[CH:10]=1)([CH3:4])([CH3:3])[CH3:2].[H][H]>[Ni]>[C:1]([C:5]1[CH:10]=[C:9]([NH2:11])[C:8]([NH2:12])=[CH:7][C:6]=1[S:15][C:16]#[N:17])([CH3:4])([CH3:2])[CH3:3]. Procedure: 5-tert-Butyl-2-nitro-4-thiocyanato-phenylamine (prepared in Example QQ-2; 3 g, 12 mmol) was hydrogenated using Raney nickel (0.75 g) in the presence of hydrogen as described in General Method 3. MS(APCI): 222(M+H). Starting materials: CC(C)(C)S(=O)N=C1c2cc(Br)ccc2CC12CCC(F)(F)CC2, C1COCCO1, CCOCC, Cl. Yields the product N=C1c2cc(Br)ccc2CC12CCC(F)(F)CC2. As a reaction SMILES: [Br:2][c:3]1[cH:4][c:5]2[c:16]([cH:17][cH:18]1)[CH2:15][C:7]1([C:6]2=[N:19][S:20]([C:21]([CH3:22])([CH3:23])[CH3:24])=[O:25])[CH2:8][CH2:9][C:10]([F:13])([F:14])[CH2:11][CH2:12]1.[CH2:31]1[O:32][CH2:33][CH2:34][O:35][CH2:36]1.[CH3:26][CH2:27][O:28][CH2:29][CH3:30].[ClH:1]>>[Br:2][c:3]1[cH:4][c:5]2[c:16]([cH:17][cH:18]1)[CH2:15][C:7]1([C:6]2=[NH:19])[CH2:8][CH2:9][C:10]([F:13])([F:14])[CH2:11][CH2:12]1. Starting materials: CC(c1ccccc1)N1CC2CC=CC2(C(=O)OC(C)(C)C)C1, O=C(Cl)OCc1ccccc1, CC(Cl)Cl. Yields the product CC(C)(C)OC(=O)C12C=CCC1CN(C(=O)OCc1ccccc1)C2. RXN SMILES: [C:1]([CH3:2])([CH3:3])([CH3:4])[O:5][C:6](=[O:7])[C:8]12[CH2:9][N:10]([CH:16]([c:17]3[cH:18][cH:19][cH:20][cH:21][cH:22]3)[CH3:23])[CH2:11][CH:12]1[CH2:13][CH:14]=[CH:15]2.[CH2:24]([c:25]1[cH:26][cH:27][cH:28][cH:29][cH:30]1)[O:31][C:32](=[O:33])[Cl:34].[Cl:35][CH:36]([Cl:37])[CH3:38]>>[C:1]([CH3:2])([CH3:3])([CH3:4])[O:5][C:6](=[O:7])[C:8]12[CH2:9][N:10]([C:32]([O:31][CH2:24][c:25]3[cH:26][cH:27][cH:28][cH:29][cH:30]3)=[O:33])[CH2:11][CH:12]1[CH2:13][CH:14]=[CH:15]2. The reactants are CC1=CC=C(CC2C(CNCC2)O)C=C1 ((3SR,4SR)-4-(4-methyl-benzyl)-piperidin-3-ol), CO[C@](C(=O)Cl)(C(F)(F)F)C1=CC=CC=C1 ((S)-(+)-alpha-methoxy-alpha-trifluoromethylphenylacetyl chloride). Yields the product C(C1=CC=CC=C1)N1C[C@H]([C@H](CC1)CC1=CC=C(C=C1)C)OC([C@@](C(F)(F)F)(C1=CC=CC=C1)OC)=O ((R)-3,3,3-trifluoro-2-methoxy-2-phenyl-propionic acid (cis)-1-benzyl-4-(4-methyl-benzyl)-piperidin-3-yl ester). The yield is 33.0%. As a reaction SMILES: [CH3:1][C:2]1[CH:15]=[CH:14][C:5]([CH2:6][CH:7]2[CH2:12][CH2:11][NH:10][CH2:9][CH:8]2[OH:13])=[CH:4][CH:3]=1.[CH3:16][O:17][C@@:18]([C:26]1[CH:31]=[CH:30][CH:29]=[CH:28][CH:27]=1)([C:22]([F:25])([F:24])[F:23])[C:19](Cl)=[O:20]>>[CH2:1]([N:10]1[CH2:11][CH2:12][C@H:7]([CH2:6][C:5]2[CH:4]=[CH:3][C:2]([CH3:1])=[CH:15][CH:14]=2)[C@H:8]([O:13][C:19](=[O:20])[C@:18]([O:17][CH3:16])([C:26]2[CH:31]=[CH:30][CH:29]=[CH:28][CH:27]=2)[C:22]([F:25])([F:24])[F:23])[CH2:9]1)[C:2]1[CH:15]=[CH:14][CH:5]=[CH:4][CH:3]=1. Procedure: The title compound was prepared from (3SR,4SR)-4-(4-methyl-benzyl)-piperidin-3-ol and (S)-(+)-alpha-methoxy-alpha-trifluoromethylphenylacetyl chloride in 33% yield as a yellow oil. The reactants are CNc1ncnn2c(C)nc(-c3cnn(C)c3Br)c12, CCO, OB(O)c1ccc(C(F)(F)F)cc1, [K+], [K+], [K+], O, O=P([O-])([O-])[O-], c1ccc(P(c2ccccc2)(c2ccccc2)[Pd](P(c2ccccc2)(c2ccccc2)c2ccccc2)(P(c2ccccc2)(c2ccccc2)c2ccccc2)P(c2ccccc2)(c2ccccc2)c2ccccc2)cc1. Yields the product CNc1ncnn2c(C)nc(-c3cnn(C)c3-c3ccc(C(F)(F)F)cc3)c12. RXN SMILES: [Br:1][c:2]1[c:3](-[c:8]2[n:9][c:10]([CH3:19])[n:11]3[n:12][cH:13][n:14][c:15]([NH:17][CH3:18])[c:16]23)[cH:4][n:5][n:6]1[CH3:7].[CH3:41][CH2:42][OH:43].[F:20][C:21]([c:22]1[cH:23][cH:24][c:25]([B:28]([OH:29])[OH:30])[cH:26][cH:27]1)([F:31])[F:32].[K+:38].[K+:39].[K+:40].[OH2:44].[P:33]([O-:34])([O-:35])([O-:36])=[O:37].[cH:45]1[cH:46][cH:47][c:48]([P:49]([Pd:50]([P:51]([c:52]2[cH:53][cH:54][cH:55][cH:56][cH:57]2)([c:58]2[cH:59][cH:60][cH:61][cH:62][cH:63]2)[c:64]2[cH:65][cH:66][cH:67][cH:68][cH:69]2)([P:70]([c:71]2[cH:72][cH:73][cH:74][cH:75][cH:76]2)([c:77]2[cH:78][cH:79][cH:80][cH:81][cH:82]2)[c:83]2[cH:84][cH:85][cH:86][cH:87][cH:88]2)[P:89]([c:90]2[cH:91][cH:92][cH:93][cH:94][cH:95]2)([c:96]2[cH:97][cH:98][cH:99][cH:100][cH:101]2)[c:102]2[cH:103][cH:104][cH:105][cH:106][cH:107]2)([c:108]2[cH:109][cH:110][cH:111][cH:112][cH:113]2)[c:114]2[cH:115][cH:116][cH:117][cH:118][cH:119]2)[cH:120][cH:121]1>>[c:2]1(-[c:25]2[cH:24][cH:23][c:22]([C:21]([F:20])([F:31])[F:32])[cH:27][cH:26]2)[c:3](-[c:8]2[n:9][c:10]([CH3:19])[n:11]3[n:12][cH:13][n:14][c:15]([NH:17][CH3:18])[c:16]23)[cH:4][n:5][n:6]1[CH3:7].